From a dataset of the Open Reaction Database (ORD), a public repository of structured organic reaction records. describe an organic reaction: reactants, conditions, products, and yield Reactants: Phosphazene, ClC(S(=O)(=O)C1=NOC(C1)(C)C)C1=C(C=CC=C1F)F (3-[chloro-(2,6-difluoro-phenyl)methanesulfonyl]-5,5-dimethyl-4,5-dihydroisoxazole), ClN1C(CCC1=O)=O (N-chlorosuccinimide). The solvent is C1CCOC1 (THF). Run at time 10 minute. Product: ClC(S(=O)(=O)C1=NOC(C1)(C)C)(C1=C(C=CC=C1F)F)Cl (3-[dichloro-(2,6-difluoro-phenyl)-methanesulfonyl]-5,5-dimethyl-4,5-dihydroisoxazole). Isolated yield 48.0%. As a reaction SMILES: [Cl:1][CH:2]([C:13]1[C:18]([F:19])=[CH:17][CH:16]=[CH:15][C:14]=1[F:20])[S:3]([C:6]1[CH2:10][C:9]([CH3:12])([CH3:11])[O:8][N:7]=1)(=[O:5])=[O:4].[Cl:21]N1C(=O)CCC1=O>C1COCC1>[Cl:1][C:2]([Cl:21])([C:13]1[C:14]([F:20])=[CH:15][CH:16]=[CH:17][C:18]=1[F:19])[S:3]([C:6]1[CH2:10][C:9]([CH3:12])([CH3:11])[O:8][N:7]=1)(=[O:4])=[O:5]. Procedure: Phosphazene base 1-tert-butyl-2,2,4,4,4-pentakis(dimethylamino)-2 lambda5-5,4-lambda5-5-catenadi(phosphazene) (P2-tBu) (2M in THF) (0.38 ml, 0.77 mmol) was added dropwise at 0° C. to a solution of 3-[chloro-(2,6-difluoro-phenyl)methanesulfonyl]-5,5-dimethyl-4,5-dihydroisoxazole (prepared according to Example P3) (0.2 g, 0.64 mmol) in THF (5 ml). The solution was stirred for 10 minutes at room temperature. N-chlorosuccinimide (NCS) (0.10 g, 0.77 mmol) was added and the mixture was stirred for 1 h... The reactants are solution, BrC1=CC=C(C=C1)OC (p-bromoanisole), S(O)(O)(=O)=O (sulphuric acid), ice, [Mg] (magnesium), C(C)OB(OCC)OCC (triethylborate). Run in C(C)OCC (diethyl ether), O (water), C(C)OCC (diethyl ether), CCOCC (ether). Run at temperature -70 celsius, time 1 hour. Product: COC1=CC=C(C=C1)B(O)O ((4-Methoxyphenyl)-boronic Acid). RXN SMILES: Br[C:2]1[CH:7]=[CH:6][C:5]([O:8][CH3:9])=[CH:4][CH:3]=1.[Mg].C([O:13][B:14](OCC)[O:15]CC)C.S(=O)(=O)(O)O>C(OCC)C.O>[CH3:9][O:8][C:5]1[CH:6]=[CH:7][C:2]([B:14]([OH:15])[OH:13])=[CH:3][CH:4]=1. Procedure: 100 ml of a solution of 10 g of p-bromoanisole in anhydrous diethyl ether is added dropwise under reflux to a suspension, under inert gas, of 1.3 g of magnesium turnings in 5 ml of anhydrous diethyl ether, and the mixture is left under reflux for 2 hours. The reaction medium is then poured into a solution of 9.02 ml of triethylborate in 60 ml of anhydrous ether cooled down to −70° C. After agitation for 1 hour at −70° C., then for 1 hour at ambient temperature, the solution is poured into a mixt... The reactants are CON=C(C(=O)O)C(=O)CBr, ClCCl, ClP(Cl)(Cl)(Cl)Cl. Product: CON=C(C(=O)Cl)C(=O)CBr. As a reaction SMILES: [Br:1][CH2:2][C:3]([C:4]([C:5](=[O:6])[OH:7])=[N:8][O:9][CH3:10])=[O:11].[CH2:18]([Cl:19])[Cl:20].[Cl:12][P:13]([Cl:14])([Cl:15])([Cl:16])[Cl:17]>>[Br:1][CH2:2][C:3]([C:4]([C:5](=[O:6])[Cl:12])=[N:8][O:9][CH3:10])=[O:11]. Starting materials: ClC1=NC(=CC(=C1)N=C=O)Cl (2,6-dichloropyridin-4-yl isocyanate), TEA, Cl (HCl), C(C)OC(CNC)=O (sarcosine ethyl ester). Solvent: C(Cl)Cl (DCM), C(Cl)Cl (DCM). Reaction conditions: temperature 5 celsius, time 96 hour. Yields the product ClC1=NC(=CC(=C1)N1C(N(CC1=O)C)=O)Cl (3-(2,6-Dichloropyridin-4-yl)-1-methyl-imidazolidine-2,4-dione). The yield is 155.4%. RXN SMILES: Cl.C(O[C:5](=[O:9])[CH2:6][NH:7][CH3:8])C.[Cl:10][C:11]1[CH:16]=[C:15]([N:17]=[C:18]=[O:19])[CH:14]=[C:13]([Cl:20])[N:12]=1>C(Cl)Cl>[Cl:10][C:11]1[CH:16]=[C:15]([N:17]2[C:5](=[O:9])[CH2:6][N:7]([CH3:8])[C:18]2=[O:19])[CH:14]=[C:13]([Cl:20])[N:12]=1. Reported procedure: TEA (7.2 ml, 51 mmol) was added to a suspension of the HCl salt of sarcosine ethyl ester (3.4 g, 24.5 mmol) in dry DCM (80 ml). The formed triethylamine hydrochloride was filtered off and rinsed with DCM (20 ml). The filtrate was transferred into a 3-necked round bottom flask and cooled to 5° C. A solution of 2,6-dichloropyridin-4-yl isocyanate (10 g, 53 mmol) in DCM (25 ml) was added dropwise over 10 min while keeping the inner temperature below 10° C. After 96 h at RT, the reaction mixture was... Reactants: O, N#Cc1c(O)cccc1O, NC(=S)c1ccccc1O. Product: NC(=S)c1c(O)cccc1O. Reaction SMILES: [OH2:21].[OH:11][c:12]1[cH:13][cH:14][cH:15][c:16]([OH:17])[c:18]1[C:19]#[N:20].[OH:1][c:2]1[c:3]([C:8]([NH2:9])=[S:10])[cH:4][cH:5][cH:6][cH:7]1>>[OH:1][c:2]1[c:3]([C:8]([NH2:9])=[S:10])[c:4]([OH:11])[cH:5][cH:6][cH:7]1. Solvent: COCCOCCO (diethyleneglycol monomethylether). RXN SMILES: C[O:2][C:3]([C:5]1[N:6]([C:20]2[CH:25]=[CH:24][CH:23]=[CH:22][C:21]=2[O:26][CH3:27])[CH:7]=[C:8]([C:14]2[CH:19]=[CH:18][CH:17]=[CH:16][CH:15]=2)[C:9]=1[C:10]([O:12]C)=[O:11])=[O:4].[OH-].[K+]>COCCOCCO>[C:3]([C:5]1[N:6]([C:20]2[CH:25]=[CH:24][CH:23]=[CH:22][C:21]=2[O:26][CH3:27])[CH:7]=[C:8]([C:14]2[CH:19]=[CH:18][CH:17]=[CH:16][CH:15]=2)[C:9]=1[C:10]([OH:12])=[O:11])([OH:4])=[O:2] |f:1.2|. The reactants are COC(=O)C=1N(C=C(C1C(=O)OC)C1=CC=CC=C1)C1=C(C=CC=C1)OC (2,3-di(methoxycarbonyl)-1-(2-methoxyphenyl)-4-phenyl-pyrrole), [OH-].[K+] (KOH). Isolated yield 61.9%. The product is C(=O)(O)C=1N(C=C(C1C(=O)O)C1=CC=CC=C1)C1=C(C=CC=C1)OC (2,3-dicarboxy-1-(2-methoxyphenyl)-4-phenyl-pyrrole). Procedure details: A solution of 8,4 g of 2,3-di(methoxycarbonyl)-1-(2-methoxyphenyl)-4-phenyl-pyrrole and 2.6 g of KOH in diethyleneglycol monomethylether is refluxed for 3 hours. After cooling it is poured onto water, acidified and extracted 3 times with diethylether. The combined organic phases are washed with water, dried and evaporated down. The crude product is crystallised from diethylether. 4,8 g of 2,3-dicarboxy-1-(2-methoxyphenyl)-4-phenyl-pyrrole are obtained.